This data is from the Open Reaction Database (ORD), a public repository of structured organic reaction records. The task is: describe an organic reaction: reactants, conditions, products, and yield Procedure: 4-(3-Pyridyl)-3,5-difluoroaniline (PREPARATION 2, 625 mg, 3.03 mmol), sodium bicarbonate (382 mg, 4.55 mmol, 1.5 eq) and dry THF (60 ml) are combined. The resulting mixture is placed under an atmosphere of nitrogen and benzylchloroformate (394 μl, 4.55 mmol, 1.5 eq) is added. The reaction is allowed to stir at 20-25°. After this time, the reaction is added to methylene chloride (150 ml) and washed with saturated sodium bicarbonate then brine, dried (sodium sulfate), filtered and concentrated und... The product is C(=O)(OCC1=CC=CC=C1)NC1=CC(=C(C(=C1)F)C=1C=NC=CC1)F (N-Carbobenzyloxy-4-(3-pyridyl)-3,5-difluoroaniline). Reactants: N1=CC(=CC=C1)C1=C(C=C(N)C=C1F)F (4-(3-Pyridyl)-3,5-difluoroaniline), C(C1=CC=CC=C1)OC(=O)Cl (benzylchloroformate), C([O-])(O)=O.[Na+] (sodium bicarbonate), C1CCOC1 (THF). Run in C(Cl)Cl (methylene chloride). RXN SMILES: [N:1]1[CH:6]=[CH:5][CH:4]=[C:3]([C:7]2[C:13]([F:14])=[CH:12][C:10]([NH2:11])=[CH:9][C:8]=2[F:15])[CH:2]=1.C(=O)(O)[O-].[Na+].C1COCC1.[CH2:26]([O:33][C:34](Cl)=[O:35])[C:27]1[CH:32]=[CH:31][CH:30]=[CH:29][CH:28]=1>C(Cl)Cl>[C:34]([NH:11][C:10]1[CH:9]=[C:8]([F:15])[C:7]([C:3]2[CH:2]=[N:1][CH:6]=[CH:5][CH:4]=2)=[C:13]([F:14])[CH:12]=1)([O:33][CH2:26][C:27]1[CH:32]=[CH:31][CH:30]=[CH:29][CH:28]=1)=[O:35] |f:1.2|. Starting materials: C1CCOC1, CCOC(=O)C1CC2(CCN(C(=O)OC(C)(C)C)CC2)CN1C(=O)C(NC(=O)OC)C(C)C, CO, Cl, [Li+], [OH-], O, O. Product: COC(=O)NC(C(=O)N1CC2(CCN(C(=O)OC(C)(C)C)CC2)CC1C(=O)O)C(C)C. RXN SMILES: [CH2:38]1[O:39][CH2:40][CH2:41][CH2:42]1.[CH3:1][O:2][C:3](=[O:4])[NH:5][CH:6]([CH:7]([CH3:8])[CH3:9])[C:10](=[O:11])[N:12]1[CH2:13][C:14]2([CH2:15][CH:16]1[C:17](=[O:18])[O:19][CH2:20][CH3:21])[CH2:22][CH2:23][N:24]([C:27](=[O:28])[O:29][C:30]([CH3:31])([CH3:32])[CH3:33])[CH2:25][CH2:26]2.[CH3:44][OH:45].[ClH:37].[Li+:36].[OH-:35].[OH2:34].[OH2:43]>>[CH3:1][O:2][C:3](=[O:4])[NH:5][CH:6]([CH:7]([CH3:8])[CH3:9])[C:10](=[O:11])[N:12]1[CH2:13][C:14]2([CH2:15][CH:16]1[C:17](=[O:18])[OH:19])[CH2:22][CH2:23][N:24]([C:27](=[O:28])[O:29][C:30]([CH3:31])([CH3:32])[CH3:33])[CH2:25][CH2:26]2. Starting materials: O (water), C(C1=CC=CC=C1)(=O)C1=CC2=C(N=CS2=O)C=C1 (6-benzoyl-benzothiazolinone), C(=O)([O-])[O-].[K+].[K+] (K2CO3), ClCCOC1=CC=C(OCCCC(C(=O)OCC)(C)C)C=C1 (ethyl 5-[4-(2-chloroethoxy)phenoxy]-2,2-dimethylpentanoate). Solvent: CN(C)C=O (DMF). Run at temperature 120 celsius. Yields the product C(C1=CC=CC=C1)(=O)C1=CC2=C(N(C(S2)=O)CCOC2=CC=C(OCCCC(C(=O)OCC)(C)C)C=C2)C=C1 (Ethyl 5-{4-[2-(6-benzoyl-2-oxo-1,3-benzothiazol-3(2H)-yl)ethoxy]phenoxy}-2,2-dimethylpentanoate). RXN SMILES: [C:1]([C:9]1[CH:18]=[CH:17][C:12]2[N:13]=[CH:14][S:15](=O)[C:11]=2[CH:10]=1)(=[O:8])[C:2]1[CH:7]=[CH:6][CH:5]=[CH:4][CH:3]=1.C([O-])([O-])=[O:20].[K+].[K+].Cl[CH2:26][CH2:27][O:28][C:29]1[CH:46]=[CH:45][C:32]([O:33][CH2:34][CH2:35][CH2:36][C:37]([CH3:44])([CH3:43])[C:38]([O:40][CH2:41][CH3:42])=[O:39])=[CH:31][CH:30]=1.O>CN(C=O)C>[C:1]([C:9]1[CH:18]=[CH:17][C:12]2[N:13]([CH2:26][CH2:27][O:28][C:29]3[CH:46]=[CH:45][C:32]([O:33][CH2:34][CH2:35][CH2:36][C:37]([CH3:44])([CH3:43])[C:38]([O:40][CH2:41][CH3:42])=[O:39])=[CH:31][CH:30]=3)[C:14](=[O:20])[S:15][C:11]=2[CH:10]=1)(=[O:8])[C:2]1[CH:7]=[CH:6][CH:5]=[CH:4][CH:3]=1 |f:1.2.3|. Reported procedure: To a solution, heated at 80° C. for 2 hours, of 6-benzoyl-benzothiazolinone (1 g) in the presence of K2CO3 (1.08 g) in 10 ml of DMF there is added ethyl 5-[4-(2-chloroethoxy)phenoxy]-2,2-dimethylpentanoate (1.41 g). The reaction mixture is heated at 120° C. for 5 days and is then hydrolysed using 100 ml of water. The solution is extracted with ethyl acetate, dried over magnesium sulphate and then evaporated to dryness under reduced pressure. The residue is purified over silica gel, eluant AcOEt/... RXN SMILES: [CH3:39][N:40]([c:41]1[cH:42][cH:43][n:44][cH:45][cH:46]1)[CH3:47].[CH:30]([N:31]([CH:32]([CH3:33])[CH3:34])[CH2:35][CH3:36])([CH3:37])[CH3:38].[Cl:1][c:2]1[n:3][cH:4][c:5]([C:6](=[O:7])[NH:8][c:9]2[cH:10][c:11]([Cl:16])[c:12]([I:15])[cH:13][cH:14]2)[cH:17][cH:18]1.[NH:19]1[CH2:20][CH2:21][CH:22]([C:23](=[O:24])[O:25][CH2:26][CH3:27])[CH2:28][CH2:29]1.[O:48]1[CH2:49][CH2:50][O:51][CH2:52][CH2:53]1>>[c:2]1([N:19]2[CH2:20][CH2:21][CH:22]([C:23](=[O:24])[O:25][CH2:26][CH3:27])[CH2:28][CH2:29]2)[n:3][cH:4][c:5]([C:6](=[O:7])[NH:8][c:9]2[cH:10][c:11]([Cl:16])[c:12]([I:15])[cH:13][cH:14]2)[cH:17][cH:18]1. The reactants are CN(C)c1ccncc1, CCN(C(C)C)C(C)C, O=C(Nc1ccc(I)c(Cl)c1)c1ccc(Cl)nc1, CCOC(=O)C1CCNCC1, C1COCCO1. Product: CCOC(=O)C1CCN(c2ccc(C(=O)Nc3ccc(I)c(Cl)c3)cn2)CC1. Reactants: C1=C(C(=CC(=C1Cl)Cl)Cl)OCC(=O)O (2,4,5-T), [OH-].[Na+] (sodium hydroxide), ClC1=C(C=C(C(=C1)Cl)Cl)Cl (1,2,4,5-tetrachlorobenzene). Run in CO (methanol). The product is C1=C(C(=CC(=C1Cl)Cl)Cl)[O-].[Na+] (sodium salt of 2,4,5-trichlorophenol). RXN SMILES: [CH:1]1[C:6]([Cl:7])=[C:5]([Cl:8])[CH:4]=[C:3]([Cl:9])[C:2]=1[O:10]CC(O)=O.ClC1C=C(Cl)C(Cl)=CC=1Cl.[OH-].[Na+:26]>CO>[CH:1]1[C:6]([Cl:7])=[C:5]([Cl:8])[CH:4]=[C:3]([Cl:9])[C:2]=1[O-:10].[Na+:26] |f:2.3,5.6|. Procedure details: The usual starting material in the chemical synthesis of 2,4,5-T is 1,2,4,5-tetrachlorobenzene which can be reacted with methanol and sodium hydroxide in an autoclave under high temperature and pressure conditions to give the sodium salt of 2,4,5-trichlorophenol: ##STR2## 2,4,5-trichloroanisole is presumed to be an intermediate in this reaction. The high temperature and high pressure conditions of this step are also favorable for the production of a variety of other compounds from these starting... Starting materials: [N+](=O)([O-])C=1C=NNC1 (4-nitro-1H-pyrazole), N1(CCCCCC=NCCC1)C1CCCCCCCCCC1 (1,8-diazabicycloundec-7ene), O1CC1(C)C (1,2-epoxy-2-methylpropane). Run in C(C)#N (acetonitrile). Run at temperature 60 celsius, time 20 hour. Product: CC(CN1N=CC(=C1)[N+](=O)[O-])(C)O (2-Methyl-1-(4-nitro-1H-pyrazol-1-yl)propan-2-ol). Yield: 73.0%. As a reaction SMILES: [N+:1]([C:4]1[CH:5]=[N:6][NH:7][CH:8]=1)([O-:3])=[O:2].N1(C2CCCCCCCCCC2)CCCN=CCCCCC1.[O:31]1[C:33]([CH3:35])([CH3:34])[CH2:32]1>C(#N)C>[CH3:32][C:33]([OH:31])([CH3:35])[CH2:34][N:6]1[CH:5]=[C:4]([N+:1]([O-:3])=[O:2])[CH:8]=[N:7]1. Procedure: To a solution of 4-nitro-1H-pyrazole (1 equiv) in acetonitrile (1 M) was added 1,8-diazabicycloundec-7ene (2 equiv) and 1,2-epoxy-2-methylpropane (3.2 equiv). The reaction mixture was stirred at 60° C. for 20 h. The solvent was removed under reduced pressure and the residue was dissolved in ethyl acetate. The organic solution was washed with HCl (1 N), water and brine, dried over anhydrous sodium sulfate, filtered and concentrated in vacuo to give the title compound which was directly used in th... Reactants: ice, C(CC(C)C)OCCCCO (4-isopentyloxy-butanol), N1=CC=CC=C1 (pyridine), P(Br)(Br)Br (phosphorus tribromide). The solvent is C(Cl)(Cl)Cl (chloroform). Reaction conditions: time 20 hour. The product is BrCCCCOCCC(C)C (1-bromo-4-isopentyloxy-butane). As a reaction SMILES: [CH2:1]([O:6][CH2:7][CH2:8][CH2:9][CH2:10]O)[CH2:2][CH:3]([CH3:5])[CH3:4].N1C=CC=CC=1.P(Br)(Br)[Br:19]>C(Cl)(Cl)Cl>[Br:19][CH2:10][CH2:9][CH2:8][CH2:7][O:6][CH2:1][CH2:2][CH:3]([CH3:5])[CH3:4]. Procedure: To a mixture of 6.4 g (0.4 mol) of 4-isopentyloxy-butanol and 0.32 g (0.004 mol) of pyridine in 40 ml of chloroform are added over a period of 15 minutes with stirring at 0° , 1.42 ml (0.015 mol) of phosphorus tribromide. The mixture is stirred for a period of one hour at 20° and then for 20 hours at 60°C. After cooling to room temperature, the reaction mixture is poured into an ice cold saturated aqueous sodium bicarbonate solution and the reaction product is extracted with chloroform. The chlo...